From a dataset of the Open Reaction Database (ORD), a public repository of structured organic reaction records. describe an organic reaction: reactants, conditions, products, and yield Reaction SMILES: [CH2:31]1[O:32][CH2:33][CH2:34][CH2:35]1.[CH3:29][OH:30].[NH2:1][c:2]1[c:3]([C:20](=[O:21])[c:22]2[cH:23][c:24]([Cl:28])[cH:25][cH:26][cH:27]2)[cH:4][c:5]([C:8]2([c:13]3[cH:14][cH:15][c:16]([Cl:19])[cH:17][cH:18]3)[O:9][CH2:10][CH2:11][O:12]2)[cH:6][cH:7]1>>[NH2:1][c:2]1[c:3]([CH:20]([OH:21])[c:22]2[cH:23][c:24]([Cl:28])[cH:25][cH:26][cH:27]2)[cH:4][c:5]([C:8]2([c:13]3[cH:14][cH:15][c:16]([Cl:19])[cH:17][cH:18]3)[O:9][CH2:10][CH2:11][O:12]2)[cH:6][cH:7]1. The product is Nc1ccc(C2(c3ccc(Cl)cc3)OCCO2)cc1C(O)c1cccc(Cl)c1. Starting materials: C1CCOC1, CO, Nc1ccc(C2(c3ccc(Cl)cc3)OCCO2)cc1C(=O)c1cccc(Cl)c1. The reactants are ClC1=C(C(=O)N)C(=CC=C1)[Si](C)(C)C (2-chloro-6-trimethylsilylbenzamide), ClC1=C(C(=O)Cl)C(=CC=C1)[Si](C)(C)C (2-Chloro-6-(trimethylsilyl)benzoyl chloride), [OH-].[NH4+] (ammonium hydroxide), C(C1=CC=CC=C1)=O (benzaldehyde), N1N=NC2=C1C=CC=C2 (benzotriazole). Solvent: C1(=CC=CC=C1)C (toluene). Product: N1(N=NC2=C1C=CC=C2)C(NC(C2=C(C=CC=C2[Si](C)(C)C)Cl)=O)C2=CC=CC=C2 (N-(1H-Benzotriazol-1-ylphenylmethyl)-2-chloro-6-(trimethylsilyl)benzamide). Reaction SMILES: [Cl:1][C:2]1[CH:10]=[CH:9][CH:8]=[C:7]([Si:11]([CH3:14])([CH3:13])[CH3:12])[C:3]=1[C:4]([NH2:6])=[O:5].Cl[C:16]1[CH:24]=[CH:23][CH:22]=[C:21]([Si](C)(C)C)[C:17]=1[C:18](Cl)=O.[OH-].[NH4+].C(=O)C1C=CC=CC=1.[NH:39]1[C:43]2[CH:44]=[CH:45][CH:46]=[CH:47][C:42]=2[N:41]=[N:40]1>C1(C)C=CC=CC=1>[N:39]1([CH:18]([C:17]2[CH:21]=[CH:22][CH:23]=[CH:24][CH:16]=2)[NH:6][C:4](=[O:5])[C:3]2[C:7]([Si:11]([CH3:14])([CH3:13])[CH3:12])=[CH:8][CH:9]=[CH:10][C:2]=2[Cl:1])[C:43]2[CH:44]=[CH:45][CH:46]=[CH:47][C:42]=2[N:41]=[N:40]1 |f:2.3|. Procedure: A mixture of 2-chloro-6-trimethylsilylbenzamide (2.27 g, 10 mmol), which may be readily prepared by the reaction of the compound of Example b and ammonium hydroxide, benzaldehyde (1.1 g, 10 mmol), and benzotriazole (1.2 g, 10 mmol) was refluxed 5 days in toluene utilizing a Dean-Stark trap to remove water. The solvent was removed to yield an oil which crystallizes. Recrystallization from ethyl acetate yielded 0.5 g of the title compound. m.p. 184-186° C. Reactants: ClC=1C2=C(N=C(N1)C1=C3C(=CN(C3=CC=C1)S(=O)(=O)C1=CC=C(C)C=C1)C)CCN(C2)C2=C(C=CC(=C2)C(C)C)C (4-chloro-6-(5-isopropyl-2-methylphenyl)-2-(3-methyl-1-tosyl-1H-indol-4-yl)-5,6,7,8-tetrahydropyrido[4,3-d]pyrimidine), C[C@@H]1CN(CCN1)C(=O)OC(C)(C)C ((R)-tert-butyl 3-methylpiperazine-1-carboxylate), CCN(C(C)C)C(C)C (DIEA). The solvent is CN(C(C)=O)C (N,N-dimethylacetamide), CCOC(=O)C (EtOAc). Run at temperature 125 celsius. Product: C(C)(C)C=1C=CC(=C(C1)N1CC2=C(N=C(N=C2N2[C@@H](CN(CC2)C(=O)OC(C)(C)C)C)C2=C3C(=CN(C3=CC=C2)S(=O)(=O)C2=CC=C(C)C=C2)C)CC1)C ((R)-tert-Butyl 4-(6-(5-isopropyl-2-methylphenyl)-2-(3-methyl-1-tosyl-1H-indol-4-yl)-5,6,7,8-tetrahydropyrido[4,3-d]pyrimidin-4-yl)-3-methylpiperazine-1-carboxylate). RXN SMILES: Cl[C:2]1[C:3]2[CH2:31][N:30]([C:32]3[CH:37]=[C:36]([CH:38]([CH3:40])[CH3:39])[CH:35]=[CH:34][C:33]=3[CH3:41])[CH2:29][CH2:28][C:4]=2[N:5]=[C:6]([C:8]2[CH:16]=[CH:15][CH:14]=[C:13]3[C:9]=2[C:10]([CH3:27])=[CH:11][N:12]3[S:17]([C:20]2[CH:26]=[CH:25][C:23]([CH3:24])=[CH:22][CH:21]=2)(=[O:19])=[O:18])[N:7]=1.[CH3:42][C@H:43]1[NH:48][CH2:47][CH2:46][N:45]([C:49]([O:51][C:52]([CH3:55])([CH3:54])[CH3:53])=[O:50])[CH2:44]1.CCN(C(C)C)C(C)C>CN(C)C(=O)C.CCOC(C)=O>[CH:38]([C:36]1[CH:35]=[CH:34][C:33]([CH3:41])=[C:32]([N:30]2[CH2:29][CH2:28][C:4]3[N:5]=[C:6]([C:8]4[CH:16]=[CH:15][CH:14]=[C:13]5[C:9]=4[C:10]([CH3:27])=[CH:11][N:12]5[S:17]([C:20]4[CH:26]=[CH:25][C:23]([CH3:24])=[CH:22][CH:21]=4)(=[O:18])=[O:19])[N:7]=[C:2]([N:48]4[CH2:47][CH2:46][N:45]([C:49]([O:51][C:52]([CH3:55])([CH3:54])[CH3:53])=[O:50])[CH2:44][C@H:43]4[CH3:42])[C:3]=3[CH2:31]2)[CH:37]=1)([CH3:40])[CH3:39]. Reported procedure: A mixture of 4-chloro-6-(5-isopropyl-2-methylphenyl)-2-(3-methyl-1-tosyl-1H-indol-4-yl)-5,6,7,8-tetrahydropyrido[4,3-d]pyrimidine (Example 17-E) (0.274 g, 0.468 mmol), (R)-tert-butyl 3-methylpiperazine-1-carboxylate (0.375 g, 1.87 mmol) and DIEA (0.33 mL, 1.87 mmol) in N,N-dimethylacetamide (3 mL) was heated at 125° C. for 15 h. Reaction mixture was diluted with EtOAc, washed with sat aq NaHCO3 and brine. The organic layer was then dried over Na2SO4, concentrated, purified via FCC (0-40% EtOAc/h... Reactants: ClC1=CC=CC=C1 (chlorobenzene), ClC1=C(C=CC=C1)Cl (o-dichlorobenzene), N#N (N2). Product: ClC1=CC(=CC=C1)Cl (m-dichlorobenzene), C1=CC(=CC=C1Cl)Cl (p-dichlorobenzene), ClC=1C(=C(C=CC1)Cl)Cl (trichlorobenzene). As a reaction SMILES: N#N.[Cl:3][C:4]1[CH:9]=[CH:8][CH:7]=[CH:6][CH:5]=1.[Cl:10][C:11]1[CH:16]=[CH:15][CH:14]=[CH:13][C:12]=1[Cl:17]>>[Cl:3][C:4]1[CH:9]=[CH:8][CH:7]=[C:6]([Cl:10])[CH:5]=1.[CH:16]1[C:15]([Cl:3])=[CH:14][CH:13]=[C:12]([Cl:17])[CH:11]=1.[Cl:10][C:11]1[C:12]([Cl:17])=[C:13]([Cl:3])[CH:14]=[CH:15][CH:16]=1. Reported procedure: In general, the flow rate (30 mls/min) of the carrier gas (N2) and the column temperature (130° C. isothermal for 30 mins) were optimized to provide baseline resolution for the simultaneous analyses of chlorobenzene, m-dichlorobenzene, p-dichlorobenzene, o-dichlorobenzene and trichlorobenzene. Reactants: C(C)(=O)OC[C@@H](C)N1C(C2=CC=C(C(=C2C=C1)NC(CC1=CC(=C(C=C1)C(F)(F)F)F)=O)C)=O ((R)-2-(5-(2-(3-fluoro-4-(trifluoromethyl)phenyl)acetamido)-6-methyl-1-oxoisoquinolin-2(1H)-yl)propyl acetate), C([O-])([O-])=O.[K+].[K+] (potassium carbonate), CO (methanol). Reagents/catalysts: O (water). Run at time 20 minute. Product: FC=1C=C(C=CC1C(F)(F)F)CC(=O)NC1=C2C=CN(C(C2=CC=C1C)=O)[C@@H](CO)C ((R)-2-(3-Fluoro-4-(trifluoromethyl)phenyl)-N-(2-(1-hydroxypropan-2-yl)-6-methyl-1-oxo-1,2-dihydroisoquinolin-5-yl)acetamide). Reaction SMILES: C([O:4][CH2:5][C@H:6]([N:8]1[CH:17]=[CH:16][C:15]2[C:10](=[CH:11][CH:12]=[C:13]([CH3:33])[C:14]=2[NH:18][C:19](=[O:32])[CH2:20][C:21]2[CH:26]=[CH:25][C:24]([C:27]([F:30])([F:29])[F:28])=[C:23]([F:31])[CH:22]=2)[C:9]1=[O:34])[CH3:7])(=O)C.C(=O)([O-])[O-].[K+].[K+].CO>O>[F:31][C:23]1[CH:22]=[C:21]([CH2:20][C:19]([NH:18][C:14]2[C:13]([CH3:33])=[CH:12][CH:11]=[C:10]3[C:15]=2[CH:16]=[CH:17][N:8]([C@H:6]([CH3:7])[CH2:5][OH:4])[C:9]3=[O:34])=[O:32])[CH:26]=[CH:25][C:24]=1[C:27]([F:30])([F:28])[F:29] |f:1.2.3|. Reported procedure: A round bottom flask was charged with (R)-2-(5-(2-(3-fluoro-4-(trifluoromethyl)phenyl)acetamido)-6-methyl-1-oxoisoquinolin-2(1H)-yl)propyl acetate (300.00 mg, 0.62704 mmol), potassium carbonate (260 mg, 0.0019 mol), methanol (20 mL, 0.4 mol) and 2 drops of water. The reaction was stirred at room temperature for 20 minutes. The reaction was quenched with water and extracted with ethyl acetate, washed with sodium bicarbonate, brine, and dried The solvent was removed under reduced pressure to affor... Starting materials: CC#N, CONc1nc(C(c2ccccc2)(c2ccccc2)c2ccccc2)nc2c1nc(CCCOC(c1ccccc1)(c1ccccc1)C1(OC)C=CC=CC1)n2COCP(=O)(OC(C)C)OC(C)C, Cl, [Na+], [OH-], O. Yields the product CONc1nc(C(c2ccccc2)(c2ccccc2)c2ccccc2)nc2c1nc(CCCO)n2COCP(=O)(OC(C)C)OC(C)C. As a reaction SMILES: [CH3:73][C:74]#[N:75].[CH:1]([CH3:2])([CH3:3])[O:4][P:5](=[O:6])([O:7][CH:8]([CH3:9])[CH3:10])[CH2:11][O:12][CH2:13][n:14]1[c:15]2[n:16][c:17]([C:51]([c:52]3[cH:53][cH:54][cH:55][cH:56][cH:57]3)([c:58]3[cH:59][cH:60][cH:61][cH:62][cH:63]3)[c:64]3[cH:65][cH:66][cH:67][cH:68][cH:69]3)[n:18][c:19]([NH:48][O:49][CH3:50])[c:20]2[n:21][c:22]1[CH2:23][CH2:24][CH2:25][O:26][C:27]([c:28]1[cH:29][cH:30][cH:31][cH:32][cH:33]1)([c:34]1[cH:35][cH:36][cH:37][cH:38][cH:39]1)[C:40]1([O:41][CH3:42])[CH:43]=[CH:44][CH:45]=[CH:46][CH2:47]1.[ClH:70].[Na+:72].[OH-:71].[OH2:76]>>[CH:1]([CH3:2])([CH3:3])[O:4][P:5](=[O:6])([O:7][CH:8]([CH3:9])[CH3:10])[CH2:11][O:12][CH2:13][n:14]1[c:15]2[n:16][c:17]([C:51]([c:52]3[cH:53][cH:54][cH:55][cH:56][cH:57]3)([c:58]3[cH:59][cH:60][cH:61][cH:62][cH:63]3)[c:64]3[cH:65][cH:66][cH:67][cH:68][cH:69]3)[n:18][c:19]([NH:48][O:49][CH3:50])[c:20]2[n:21][c:22]1[CH2:23][CH2:24][CH2:25][OH:26].